From a dataset of the Open Reaction Database (ORD), a public repository of structured organic reaction records. describe an organic reaction: reactants, conditions, products, and yield Reactants: C1(CC1)COC1=C(C=O)C=C(C(=C1)OC)C=1SC=CC1 (2-cyclopropylmethoxy-4-methoxy-5-thiophen-2-yl-benzaldehyde), C(C)(=O)C1=CC=C(C(=O)O)C=C1 (4-acetylbenzoic acid), 363. Yields the product C1(CC1)COC1=C(C=C(C(=C1)OC)C=1SC=CC1)/C=C/C(=O)C1=CC=C(C(=O)O)C=C1 (4-[3E-(2-Cyclopropylmethoxy-4-methoxy-5-thiophen-2-yl-phenyl)-acryloyl]-benzoic acid). As a reaction SMILES: [CH:1]1([CH2:4][O:5][C:6]2[CH:13]=[C:12]([O:14][CH3:15])[C:11]([C:16]3[S:17][CH:18]=[CH:19][CH:20]=3)=[CH:10][C:7]=2[CH:8]=O)[CH2:3][CH2:2]1.[C:21]([C:24]1[CH:32]=[CH:31][C:27]([C:28]([OH:30])=[O:29])=[CH:26][CH:25]=1)(=[O:23])[CH3:22]>>[CH:1]1([CH2:4][O:5][C:6]2[CH:13]=[C:12]([O:14][CH3:15])[C:11]([C:16]3[S:17][CH:18]=[CH:19][CH:20]=3)=[CH:10][C:7]=2/[CH:8]=[CH:22]/[C:21]([C:24]2[CH:32]=[CH:31][C:27]([C:28]([OH:30])=[O:29])=[CH:26][CH:25]=2)=[O:23])[CH2:3][CH2:2]1. Procedure: The title compound was prepared by condensing 2-cyclopropylmethoxy-4-methoxy-5-thiophen-2-yl-benzaldehyde (Ex-32B) and 4-acetylbenzoic acid in a similar manner as described in Ex-3. Yellow solid, mp 187–191° C. 1H-NMR (DMSO-d6) δ 8.22 (d, 2H), 8.19 (s, 1H), 7.01 (m, 4H), 7.62 (d, 1H), 7.47 (d, 1H), 7.09 (t, 1H), 6.76 (s, 1H), 4.06 (d, 2H), 3.94 (s, 3H), 1.34 (m, 1H), 0.62 (q, 2H), 0.38 (q, 2H). MS m/z=434 ([M]+, 82%), 363 (100%). 10%. Anal. for C25H22O5S. HRMS m/z: calc. 435.1266, found 435.1266... The reactants are C(=O)C1=CSC2=C1C=CC=C2C(=O)OC (methyl 3-formyl-1-benzothiophene-7-carboxylate), [BH4-].[Na+] (sodium borohydride), CC(=O)C (acetone). Run in C(C)O (ethanol), O1CCCC1 (tetrahydrofuran). Conditions: time 1 hour. Product: OCC1=CSC2=C1C=CC=C2C(=O)OC (methyl 3-(hydroxymethyl)-1-benzothiophene-7-carboxylate). Isolated yield 96.1%. Reaction SMILES: [CH:1]([C:3]1[C:7]2[CH:8]=[CH:9][CH:10]=[C:11]([C:12]([O:14][CH3:15])=[O:13])[C:6]=2[S:5][CH:4]=1)=[O:2].[BH4-].[Na+].CC(C)=O>C(O)C.O1CCCC1>[OH:2][CH2:1][C:3]1[C:7]2[CH:8]=[CH:9][CH:10]=[C:11]([C:12]([O:14][CH3:15])=[O:13])[C:6]=2[S:5][CH:4]=1 |f:1.2|. Reported procedure: 1.00 g of methyl 3-formyl-1-benzothiophene-7-carboxylate was dissolved in a mixed solution of 15 mL of ethanol and 15 mL of tetrahydrofuran, to which 86 mg of sodium borohydride was added at room temperature, and this solution was stirred for one hour at the same temperature. After acetone was added dropwise to the reaction mixture, from which the solvent was distilled out under reduced pressure, followed by addition of ethyl acetate and water, and this mixture was adjusted to pH 6 with 6M hydro... Solvent: C(C)O (ethanol). Reported procedure: A mixture of ethyl 6-amino-4-hydroxycinnolin-3-yl carboxylate (0.932 g.), 5,5-dimethylcyclohexan-1,3-dione (2.24 g.) and p-toluenesulphonic acid (0.4 g.) in ethanol (100 ml.) was heated under reflux on a steam bath for 16 hours. The solution was evaporated in vacuo and the residue was applied to a silica column (100 g. Kieselgel 60). Elution with a mixture of 15% v/v ethanol and 85% v/v chloroform, and evaporation of the appropriate fractions gave crystalline ethyl 6-[(5,5-dimethylcyclohexen-3-o... RXN SMILES: [NH2:1][C:2]1[CH:3]=[C:4]2[C:9](=[CH:10][CH:11]=1)[N:8]=[N:7][C:6]([C:12]([O:14][CH2:15][CH3:16])=[O:13])=[C:5]2[OH:17].[CH3:18][C:19]1([CH3:27])[CH2:24][C:23](=[O:25])[CH2:22][C:21](=O)[CH2:20]1.C1(C)C=CC(S(O)(=O)=O)=CC=1>C(O)C>[CH3:18][C:19]1([CH3:27])[CH2:20][C:21]([NH:1][C:2]2[CH:3]=[C:4]3[C:9](=[CH:10][CH:11]=2)[N:8]=[N:7][C:6]([C:12]([O:14][CH2:15][CH3:16])=[O:13])=[C:5]3[OH:17])=[CH:22][C:23](=[O:25])[CH2:24]1. The reactants are NC=1C=C2C(=C(N=NC2=CC1)C(=O)OCC)O (ethyl 6-amino-4-hydroxycinnolin-3-yl carboxylate), CC1(CC(CC(C1)=O)=O)C (5,5-dimethylcyclohexan-1,3-dione), C1(=CC=C(C=C1)S(=O)(=O)O)C (p-toluenesulphonic acid). The product is CC1(CC(C=C(C1)NC=1C=C2C(=C(N=NC2=CC1)C(=O)OCC)O)=O)C (ethyl 6-[(5,5-dimethylcyclohexen-3-one-yl)amino]-4-hydroxycinnolin-3-yl carboxylate). Run in C(Cl)Cl (methylene chloride). The reactants are CSC (dimethylsulfide), C(C)C1=CC=C(CN2C=C(C3=CC=CC=C23)[C@H]2[C@@H]([C@H]([C@@H]([C@H](C2)COCC2=CC=CC=C2)OCC2=CC=CC=C2)OCC2=CC=CC=C2)OCC2=CC=CC=C2)C=C1 (1-(4-ethylbenzyl)-3-[(1S,2S,3R, 4R,5R)-2,3,4-tris-benzyloxy-5-(benzyloxymethyl)cyclohexyl]-1H-indole), O (water). Reaction SMILES: CSC.[CH2:4]([C:6]1[CH:60]=[CH:59][C:9]([CH2:10][N:11]2[C:19]3[C:14](=[CH:15][CH:16]=[CH:17][CH:18]=3)[C:13]([C@@H:20]3[CH2:25][C@H:24]([CH2:26][O:27]CC4C=CC=CC=4)[C@@H:23]([O:35]CC4C=CC=CC=4)[C@H:22]([O:43]CC4C=CC=CC=4)[C@H:21]3[O:51]CC3C=CC=CC=3)=[CH:12]2)=[CH:8][CH:7]=1)[CH3:5].O>C(Cl)Cl>[CH2:4]([C:6]1[CH:60]=[CH:59][C:9]([CH2:10][N:11]2[C:19]3[C:14](=[CH:15][CH:16]=[CH:17][CH:18]=3)[C:13]([C@@H:20]3[CH2:25][C@H:24]([CH2:26][OH:27])[C@@H:23]([OH:35])[C@H:22]([OH:43])[C@H:21]3[OH:51])=[CH:12]2)=[CH:8][CH:7]=1)[CH3:5]. The product is C(C)C1=CC=C(CN2C=C(C3=CC=CC=C23)[C@H]2[C@@H]([C@H]([C@@H]([C@H](C2)CO)O)O)O)C=C1 ((1R,2R,3S,4S,6R)-4-[1-(4-Ethylbenzyl)-1H-indol-3-yl]-6-(hydroxymethyl)cyclohexane-1,2,3-triol). Procedure: In a nitrogen stream, dimethylsulfide (0.72 mL) and a boron trifluoride-diethyl ether complex (0.36 mL, 2.8 mmol) were added to a solution of 1-(4-ethylbenzyl)-3-[(1S,2S,3R, 4R,5R)-2,3,4-tris-benzyloxy-5-(benzyloxymethyl)cyclohexyl]-1H-indole (213 mg, 2.28 mmol) in methylene chloride (4.7 mL) under cooling with ice. The mixture solution was stirred at room temperature for 64 hours, and then water was added thereto under cooling with ice and the resulting solution was extracted with methylene chl... Run at time 64 hour. Yield: 5.0%. Starting materials: C(C)(=O)C1=C(C(=C(OCC2=CC=C(C=C2)C(C=2C=C(C#N)C=CC2)OC2OCCCC2)C=C1)CCC)O (3-[[4-(4-acetyl-3-hydroxy-2-propyl-phenoxymethyl)-phenyl]-(tetrahydro-pyran-2-yloxy)-methyl]-benzonitrile), OCC1=CC=C(C=C1)C(C=1C=C(C#N)C=CC1)OC (3-[(4-Hydroxymethyl-phenyl)-methoxy-methyl]-benzonitrile). Yields the product C(C)(=O)C1=C(C(=C(OCC2=CC=C(C=C2)C(C=2C=C(C#N)C=CC2)OC)C=C1)CCC)O (3-{[4-(4-acetyl-3-hydroxy-2-propyl-phenoxymethyl)-phenyl]-methoxy-methyl}-benzonitrile). RXN SMILES: [C:1]([C:4]1[CH:33]=[CH:32][C:7]([O:8][CH2:9][C:10]2[CH:15]=[CH:14][C:13]([CH:16]([O:25][CH:26]3CCCCO3)[C:17]3[CH:18]=[C:19]([CH:22]=[CH:23][CH:24]=3)[C:20]#[N:21])=[CH:12][CH:11]=2)=[C:6]([CH2:34][CH2:35][CH3:36])[C:5]=1[OH:37])(=[O:3])[CH3:2].OCC1C=CC(C(OC)C2C=C(C=CC=2)C#N)=CC=1>>[C:1]([C:4]1[CH:33]=[CH:32][C:7]([O:8][CH2:9][C:10]2[CH:11]=[CH:12][C:13]([CH:16]([O:25][CH3:26])[C:17]3[CH:18]=[C:19]([CH:22]=[CH:23][CH:24]=3)[C:20]#[N:21])=[CH:14][CH:15]=2)=[C:6]([CH2:34][CH2:35][CH3:36])[C:5]=1[OH:37])(=[O:3])[CH3:2]. Procedure: The title compound is prepared in a similar manner to 3-[[4-(4-acetyl-3-hydroxy-2-propyl-phenoxymethyl)-phenyl]-(tetrahydro-pyran-2-yloxy)-methyl]-benzonitrile employing 3-[(4-Hydroxymethyl-phenyl)-methoxy-methyl]-benzonitrile to afford 248 mg, 78%, as a colorless oil. LCMS M+1 430. Starting materials: NC(=O)N1CCC(CC1)NC(=O)[C@@H]1CC[C@H](CC1)O[N+](=O)[O-] (trans-N-(1-aminocarbonylpiperidin-4-yl)-4-nitroxycyclohexanecarboxylic acid amide), N1CCC(CC1)NC(=O)[C@@H]1CC[C@H](CC1)O[N+](=O)[O-] (trans-4-nitroxycyclohexanecarboxylic acid piperidin-4-ylamide). Solvent: C(C)O (ethanol). Yields the product NC(=O)N1CCC(CC1)O[N+](=O)[O-] (1-Aminocarbonyl-4-nitroxypiperidine). The yield is 25.0%. Reaction SMILES: [NH2:1][C:2]([N:4]1[CH2:9][CH2:8][CH:7](NC([C@H]2CC[C@H](O[N+]([O-])=O)CC2)=O)[CH2:6][CH2:5]1)=[O:3].N1CCC(NC([C@H]2CC[C@H]([O:38][N+:39]([O-:41])=[O:40])CC2)=O)CC1>C(O)C>[NH2:1][C:2]([N:4]1[CH2:5][CH2:6][CH:7]([O:40][N+:39]([O-:41])=[O:38])[CH2:8][CH2:9]1)=[O:3]. Reported procedure: trans-N-(1-aminocarbonylpiperidin-4-yl)-4-nitroxycyclohexanecarboxylic acid amide from trans-4-nitroxycyclohexanecarboxylic acid piperidin-4-ylamide; yield 25% of theory; solvent: ethanol; m.p. 187°-188° C.